This data is from the Open Reaction Database (ORD), a public repository of structured organic reaction records. The task is: describe an organic reaction: reactants, conditions, products, and yield As a reaction SMILES: [CH2:30]([Cl:31])[Cl:32].[Cl:22][C:23]([N:24]([CH3:25])[CH3:26])=[C:27]([CH3:28])[CH3:29].[F:1][C:2]([c:3]1[cH:4][c:5]([CH2:6][OH:7])[cH:8][cH:9][c:10]1[O:11][CH2:12][O:13][CH2:14][CH2:15][Si:16]([CH3:17])([CH3:18])[CH3:19])([F:20])[F:21]>>[F:1][C:2]([c:3]1[cH:4][c:5]([CH2:6][Cl:22])[cH:8][cH:9][c:10]1[O:11][CH2:12][O:13][CH2:14][CH2:15][Si:16]([CH3:17])([CH3:18])[CH3:19])([F:20])[F:21]. Product: C[Si](C)(C)CCOCOc1ccc(CCl)cc1C(F)(F)F. Reactants: ClCCl, CC(C)=C(Cl)N(C)C, C[Si](C)(C)CCOCOc1ccc(CO)cc1C(F)(F)F.